Dataset: the Open Reaction Database (ORD), a public repository of structured organic reaction records. Task: describe an organic reaction: reactants, conditions, products, and yield Starting materials: C(C)C(CC)(CCCCCCC)O (3-ethyl-3-decanol), C(C)C(CC)(CCCCCCCCC)O (3-ethyl-3-dodecanol). Product: CC(CCC)(CCCCCCCCC)O (4-methyl-4-tridecanol). Reaction SMILES: [CH2:1](C(O)(CCCCCCC)CC)C.[CH2:14]([C:16]([OH:28])([CH2:19][CH2:20][CH2:21][CH2:22][CH2:23][CH2:24][CH2:25][CH2:26][CH3:27])[CH2:17][CH3:18])C>>[CH3:14][C:16]([OH:28])([CH2:19][CH2:20][CH2:21][CH2:22][CH2:23][CH2:24][CH2:25][CH2:26][CH3:27])[CH2:17][CH2:18][CH3:1]. Reported procedure: 3-ethyl-3-decanol; 3-ethyl-3-dodecanol;